From a dataset of the Open Reaction Database (ORD), a public repository of structured organic reaction records. describe an organic reaction: reactants, conditions, products, and yield The reactants are CC=1N(C(C2=C(N1)C=CS2)=O)C2=C(C=CC=C2)C (2-methyl-3-(2-methylphenyl)-3H-thieno[3,2-d]pyrimidin-4-one), C(C)(=O)OC(C)=O (acetic anhydride), FC1=C(C=O)C=CC=C1 (2-fluorobenzaldehyde). The reagents and catalysts are [Cl-].[Zn+2].[Cl-] (zinc chloride). Product: CC1=C(C=CC=C1)N1C(=NC2=C(C1=O)SC=C2)C=CC2=C(C=CC=C2)F (3-(2-methyl-phenyl)-2-[2-(2-fluoro-phenyl)-vinyl]-3H-thieno[3,2-d]pyrimidin-4-one). Isolated yield 136.9%. RXN SMILES: [CH3:1][C:2]1[N:3]([C:12]2[CH:17]=[CH:16][CH:15]=[CH:14][C:13]=2[CH3:18])[C:4](=[O:11])[C:5]2[S:10][CH:9]=[CH:8][C:6]=2[N:7]=1.C(OC(=O)C)(=O)C.[F:26][C:27]1[CH:34]=[CH:33][CH:32]=[CH:31][C:28]=1[CH:29]=O>[Cl-].[Zn+2].[Cl-]>[CH3:18][C:13]1[CH:14]=[CH:15][CH:16]=[CH:17][C:12]=1[N:3]1[C:4](=[O:11])[C:5]2[S:10][CH:9]=[CH:8][C:6]=2[N:7]=[C:2]1[CH:1]=[CH:29][C:28]1[CH:31]=[CH:32][CH:33]=[CH:34][C:27]=1[F:26] |f:3.4.5|. Procedure: Anhydrous zinc chloride (7.0 g, 51.4 mmol) was fused with a nitrogen purge in a round bottom flask with an open flame. The reaction vessel was allowed to return to ambient temperature, then dioxane (100 mL) was added. To this mixture was added 2-methyl-3-(2-methylphenyl)-3H-thieno[3,2-d]pyrimidin-4-one (7.0 g, 27.34 mmol, preparation 2), acetic anhydride (7.7 mL, 82.0 mmol), and 2-fluorobenzaldehyde (8.6 mL, 10.2 mmol). The reaction was refluxed 14 hours, cooled to ambient temperature, and parti... As a reaction SMILES: [F:1][C:2]([c:3]1[cH:4][cH:5][c:6]([O:7][CH2:8][c:9]2[cH:10][cH:11][cH:12][c:13]([NH2:15])[n:14]2)[cH:16][cH:17]1)([F:18])[F:19].[F:20][C:21]([c:22]1[cH:23][c:24]([S:28](=[O:29])(=[O:30])[Cl:31])[cH:25][cH:26][cH:27]1)([F:32])[F:33]>>[F:1][C:2]([c:3]1[cH:4][cH:5][c:6]([O:7][CH2:8][c:9]2[cH:10][cH:11][cH:12][c:13]([NH:15][S:28]([c:24]3[cH:23][c:22]([C:21]([F:20])([F:32])[F:33])[cH:27][cH:26][cH:25]3)(=[O:29])=[O:30])[n:14]2)[cH:16][cH:17]1)([F:18])[F:19]. The reactants are Nc1cccc(COc2ccc(C(F)(F)F)cc2)n1, O=S(=O)(Cl)c1cccc(C(F)(F)F)c1. The product is O=S(=O)(Nc1cccc(COc2ccc(C(F)(F)F)cc2)n1)c1cccc(C(F)(F)F)c1. The reactants are S(O)(O)(=O)=O (sulfuric acid), 50g, [OH-].[Na+] (caustic soda), C(#N)CCCCCCCC(=O)O (8-cyanooctanoic acid). Solvent: C(CO)O.COC (dimethyl ether ethylene glycol), O (water). The product is C(CCCCCCCC(=O)O)(=O)O (azelaic acid). As a reaction SMILES: [C:1]([CH2:3][CH2:4][CH2:5][CH2:6][CH2:7][CH2:8][CH2:9][C:10]([OH:12])=[O:11])#N.[OH-:13].[Na+].S(=O)(=O)(O)[OH:16]>C(O)CO.COC.O>[C:10]([OH:12])(=[O:11])[CH2:9][CH2:8][CH2:7][CH2:6][CH2:5][CH2:4][CH2:3][C:1]([OH:16])=[O:13] |f:1.2,4.5|. Procedure: 83.5 g of 8-cyanooctanoic acid dissolved in 300 ml of dimethyl ether ethylene glycol are heated to 130° C. for 4 hours in the presence of 50g of 40% caustic soda. After cooling, the reaction mixture is diluted with water, then acidified to pH 5 with diluted sulfuric acid, and then the precipitated solid is filtered. After drying, 92 g of azelaic acid with a m.p. of 107° C. are obtained. Starting materials: CC1(C(CC(CC1)=O)=O)C (4,4-dimethyl-1,3-cyclohexanedione), C(C)(=O)[O-].C(C)(=O)[O-].C(C)(=O)[O-].ClC1=CC=C(C=2C=CC(=C(C2)[Pb+3])CC)C=C1 (4′-chloro-4-ethylbiphen-3-yllead triacetate), CN(C)C1=NC=CC=C1 (dimethylaminopyridine), C(Cl)(Cl)Cl (chloroform). Solvent: ClCCl (dichloromethane), Cl (hydrochloric acid), C1(=CC=CC=C1)C (toluene). Conditions: temperature 80 celsius. Product: ClC1=CC=C(C=2C=CC(=C(C2)C2C(CCC(C2=O)(C)C)=O)CC)C=C1 (2-(4′-chloro-4-ethylbiphen-3-yl)-4,4-dimethyl-1,3-cyclohexanedione). RXN SMILES: [CH3:1][C:2]1([CH3:10])[CH2:7][CH2:6][C:5](=[O:8])[CH2:4][C:3]1=[O:9].C([O-])(=O)C.C([O-])(=O)C.C([O-])(=O)C.[Cl:23][C:24]1[CH:38]=[CH:37][C:27]([C:28]2[CH:29]=[CH:30][C:31]([CH2:35][CH3:36])=[C:32]([Pb+3])[CH:33]=2)=[CH:26][CH:25]=1.CN(C1C=CC=CN=1)C.C(Cl)(Cl)Cl>ClCCl.Cl.C1(C)C=CC=CC=1>[Cl:23][C:24]1[CH:38]=[CH:37][C:27]([C:28]2[CH:33]=[CH:32][C:31]([CH2:35][CH3:36])=[C:30]([CH:4]3[C:3](=[O:9])[C:2]([CH3:10])([CH3:1])[CH2:7][CH2:6][C:5]3=[O:8])[CH:29]=2)=[CH:26][CH:25]=1 |f:1.2.3.4|. Procedure details: To a mixture of 4,4-dimethyl-1,3-cyclohexanedione (0.21 g, 1.5 mmol), 4′-chloro-4-ethylbiphen-3-yllead triacetate (1.0 g, 1.7 mmol) and dimethylaminopyridine (0.93 g, 7.6 mmol) is added anhydrous chloroform (11 ml) and anhydrous toluene (2.8 ml). The reaction mixture is heated at 80° C. for 4 hours and then cooled to room temperature. The mixture is diluted with dichloromethane (50 ml) and 2M aqueous hydrochloric acid (50 ml) and filtered through diatomaceous earth. The filtrate is partitioned, ... Reactants: C1(=CC=CC=C1)C1=NC(=NO1)C1=CC=C(C=C1)[N+](=O)[O-] (5-phenyl-3-(4-nitrophenyl)-1,2,4-oxadiazole), ( a ), Cl (HCl). Reagents/catalysts: [Pd] (Pd/C). Run in C(C)O (ethanol). Reaction conditions: time 1 hour. The product is C1(=CC=CC=C1)C1=NC(=NO1)C1=CC=C(C=C1)N (5-phenyl-3-(4-aminophenyl)-1,2,4-oxadiazole). RXN SMILES: [C:1]1([C:7]2[O:11][N:10]=[C:9]([C:12]3[CH:17]=[CH:16][C:15]([N+:18]([O-])=O)=[CH:14][CH:13]=3)[N:8]=2)[CH:6]=[CH:5][CH:4]=[CH:3][CH:2]=1.Cl>[Pd].C(O)C>[C:1]1([C:7]2[O:11][N:10]=[C:9]([C:12]3[CH:13]=[CH:14][C:15]([NH2:18])=[CH:16][CH:17]=3)[N:8]=2)[CH:2]=[CH:3][CH:4]=[CH:5][CH:6]=1. Reported procedure: A suspension of 5.0 g. (0.02 mole) of 5-phenyl-3-(4-nitrophenyl)-1,2,4-oxadiazole, from part (a), in 200 ml. of 95% ethanol containing 0.5 g. of 5% Pd/C and 3ml. of concentrated HCl is hydrogenated on the Parr hydrogenator at 50 psi. over a period of 1 hour. The catalyst is removed by filtration followed by removal of the ethanol by distillation in vacuo to yield the 5-phenyl-3-(4-aminophenyl)-1,2,4-oxadiazole. Conditions: time 50 minute. Reactants: C1(=CC=CC=C1)[Mg]Br (phenylmagnesium bromide), ClC1=NC2=CC=CC=C2C=C1 (2-chloro-quinoline), Fe(acac)3. The product is C1(=CC=CC=C1)C1=NC2=CC=CC=C2C=C1 (2-phenyl-quinoline). Procedure details: A solution of phenylmagnesium bromide (1M in THF, 4.2 mL, 4.2 mmol) is added to a solution of 2-chloro-quinoline (300 mg, 1.83 mmol)) and Fe(acac)3 (32 mg, 0.09 mmol) in THF (10 mL) at −30° C. After stirring for 50 min at that temperature, the reaction is quenched with brine, the aqueous layer is extracted with Et2O, the combined organic phases are dried over Na2SO4 and evaporated, and the residue is purified by flash chromatography (hexane/ethyl acetate, 15:1). After eluting a first fraction co... The solvent is C1CCOC1 (THF). RXN SMILES: [C:1]1([Mg]Br)[CH:6]=[CH:5][CH:4]=[CH:3][CH:2]=1.Cl[C:10]1[CH:19]=[CH:18][C:17]2[C:12](=[CH:13][CH:14]=[CH:15][CH:16]=2)[N:11]=1>C1COCC1>[C:1]1([C:10]2[CH:19]=[CH:18][C:17]3[C:12](=[CH:13][CH:14]=[CH:15][CH:16]=3)[N:11]=2)[CH:6]=[CH:5][CH:4]=[CH:3][CH:2]=1. Yield: 70.6%.